This data is from the Open Reaction Database (ORD), a public repository of structured organic reaction records. The task is: describe an organic reaction: reactants, conditions, products, and yield Solvent: CO (MeOH), O1CCOCC1 (dioxane). Reaction SMILES: [F:1][C:2]1[CH:7]=[C:6](F)[CH:5]=[CH:4][C:3]=1[S:9]([CH:12]1[CH2:17][CH2:16][N:15](C(OC(C)(C)C)=O)[CH2:14][CH2:13]1)(=[O:11])=[O:10].[CH3:25][O-:26].[Na+].[ClH:28]>CO.O1CCOCC1>[F:1][C:2]1[CH:7]=[C:6]([O:26][CH3:25])[CH:5]=[CH:4][C:3]=1[S:9]([CH:12]1[CH2:13][CH2:14][NH:15][CH2:16][CH2:17]1)(=[O:10])=[O:11].[ClH:28] |f:1.2|. Starting materials: FC1=C(C=CC(=C1)F)S(=O)(=O)C1CCN(CC1)C(=O)OC(C)(C)C (tert-butyl 4-((2,4-difluorophenyl)sulfonyl)piperidine-1-carboxylate), Cl (HCl), C[O-].[Na+] (sodium methoxide). Reaction conditions: temperature 45 celsius, time 20 minute. Yield: 1132.8%. Reported procedure: To a suspension of tert-butyl 4-((2,4-difluorophenyl)sulfonyl)piperidine-1-carboxylate (50 mg, 0.138 mmol) in MeOH (461 μL) was added sodium methoxide (25.6 μL, 0.138 mmol, 5.4 M in MeOH) dropwise. The reaction mixture was allowed to stir at 45° C. for 20 min then concentrated in vacuo. Boc deprotection was carried out by addition of HCl (138 μL, 0.553 mmol, 4 M in dioxane) to the crude reaction mixture in 300 μL dioxane. Stirring at 50° C. for 24 h followed by concentration in vacuo yielded the... Yields the product FC1=C(C=CC(=C1)OC)S(=O)(=O)C1CCNCC1 (4-((2-fluoro-4-methoxyphenyl)sulfonyl)piperidine), Cl (HCl).